This data is from the Open Reaction Database (ORD), a public repository of structured organic reaction records. The task is: describe an organic reaction: reactants, conditions, products, and yield Starting materials: [Li]CCCC, Cc1ccc(C)n1-c1ccn(C)n1, COC(=O)Cl, C1CCOC1. The product is COC(=O)c1cc(-n2c(C)ccc2C)nn1C. Reaction SMILES: [CH2:14]([Li:15])[CH2:16][CH2:17][CH3:18].[CH3:1][c:2]1[n:3](-[c:8]2[n:9][n:10]([CH3:13])[cH:11][cH:12]2)[c:4]([CH3:7])[cH:5][cH:6]1.[Cl:19][C:20](=[O:21])[O:22][CH3:23].[O:24]1[CH2:25][CH2:26][CH2:27][CH2:28]1>>[CH3:1][c:2]1[n:3](-[c:8]2[n:9][n:10]([CH3:13])[c:11]([C:20](=[O:21])[O:22][CH3:23])[cH:12]2)[c:4]([CH3:7])[cH:5][cH:6]1.